This data is from the Open Reaction Database (ORD), a public repository of structured organic reaction records. The task is: describe an organic reaction: reactants, conditions, products, and yield The reactants are ClC1=C(C=CC=C1Cl)C1C(=C(NC(=C1C(=O)OC)C)COCC(CO)O)C(=O)OCC (1- {[4-(2.3-dichlorophenyl)-3-ethoxycarbonyl-5-methoxycarbonyl-6-methyl-1,4-dihydropyrid-2-yl]methoxy}-2,3-dihydroxypropane), C1(=CC=CC=C1)P(C1=CC=CC=C1)C1=CC=CC=C1 (triphenylphosphine), C(Cl)(Cl)(Cl)Cl (carbon tetrachloride). Solvent: O (water). Product: ClC1=C(C=CC=C1Cl)C1C(=C(NC(=C1C(=O)OC)C)COCC1OC1)C(=O)OCC (2-{[4-(2,3-Dichlorophenyl)-3-ethoxycarbonyl-5-methoxycarbonyl-6-methyl-1,4-dihydropyrid-2-yl]methoxymethyl}oxirane). Reaction SMILES: [Cl:1][C:2]1C(Cl)=[CH:6][CH:5]=[CH:4][C:3]=1[CH:9]1[C:14]([C:15]([O:17][CH3:18])=[O:16])=[C:13]([CH3:19])[NH:12][C:11]([CH2:20][O:21][CH2:22][CH:23](O)[CH2:24][OH:25])=[C:10]1[C:27]([O:29][CH2:30][CH3:31])=[O:28].C1(P(C2C=CC=CC=2)C2C=CC=CC=2)C=CC=CC=1.[C:51]([Cl:55])(Cl)(Cl)Cl>O>[Cl:1][C:2]1[C:51]([Cl:55])=[CH:6][CH:5]=[CH:4][C:3]=1[CH:9]1[C:14]([C:15]([O:17][CH3:18])=[O:16])=[C:13]([CH3:19])[NH:12][C:11]([CH2:20][O:21][CH2:22][CH:23]2[CH2:24][O:25]2)=[C:10]1[C:27]([O:29][CH2:30][CH3:31])=[O:28]. Procedure: A solution of 1- {[4-(2.3-dichlorophenyl)-3-ethoxycarbonyl-5-methoxycarbonyl-6-methyl-1,4-dihydropyrid-2-yl]methoxy}-2,3-dihydroxypropane (4.74 g) (see Example 20) and triphenylphosphine (2.62 g) in carbon tetrachloride (60 ml) was heated under reflux for 4 hours and then diluted with dichloroaethane and water. The layers were separated and the aqueous layer was extracted into dichloromethane. The combined organic layers were washed with water, dried over Na2SO4 and evaporated. The residue was p...